Dataset: the Open Reaction Database (ORD), a public repository of structured organic reaction records. Task: describe an organic reaction: reactants, conditions, products, and yield Reactants: C(CCCC)[C@@H]1CC[C@H](CC1)CCC1=CC=C(C=O)C=C1 (p-[2-(trans-4-pentylcyclohexyl)ethyl]benzaldehyde), BrC(Br)(Br)Br (tetrabromomethane), C1(=CC=CC=C1)P(C1=CC=CC=C1)C1=CC=CC=C1 (triphenylphosphine), CCCCC (pentane). Reagents/catalysts: [Zn] (zinc). The solvent is C(Cl)Cl (methylene chloride), C(Cl)Cl (methylene chloride). Reaction conditions: time 24 hour. Product: residue, BrC(=CC1=CC=C(C=C1)CC[C@@H]1CC[C@H](CC1)CCCCC)Br (β,β-dibromo-p-[2-(trans-4-pentylcyclohexyl)ethyl]styrene). The yield is 70.9%. Reaction SMILES: [Br:1][C:2]([Br:5])(Br)Br.C1(P(C2C=CC=CC=2)C2C=CC=CC=2)C=CC=CC=1.[CH2:25]([C@H:30]1[CH2:35][CH2:34][C@H:33]([CH2:36][CH2:37][C:38]2[CH:45]=[CH:44][C:41]([CH:42]=O)=[CH:40][CH:39]=2)[CH2:32][CH2:31]1)[CH2:26][CH2:27][CH2:28][CH3:29].CCCCC>C(Cl)Cl.[Zn]>[Br:1][C:2]([Br:5])=[CH:42][C:41]1[CH:44]=[CH:45][C:38]([CH2:37][CH2:36][C@H:33]2[CH2:32][CH2:31][C@H:30]([CH2:25][CH2:26][CH2:27][CH2:28][CH3:29])[CH2:35][CH2:34]2)=[CH:39][CH:40]=1. Reported procedure: A mixture of 13.27 g of tetrabromomethane, 10.49 g of triphenylphosphine and 2.62 g of zinc dust in 100 ml of methylene chloride was stirred at room temperature for 24 hours in a sulphonation flask under argon gasification. In so doing, the heterogeneous mixture changed in colour via yellow-green to dark violet and pale violet. A solution of 2.86 g of p-[2-(trans-4-pentylcyclohexyl)ethyl]benzaldehyde in 10 ml of methylene chloride was subsequently added dropwise, the mixture was stirred at room ... Reactants: C1(CCCC1)S(=O)(=O)N (cyclopentanesulfonamide), Cl (HCl), C[O-].[Na+] (sodium methoxide), FC1=CC=C(C=C1)N=C=O (4-fluorophenyl isocyanate). The solvent is O (water), CO (methanol), O1CCCC1 (tetrahydrofuran). The product is FC1=CC=C(C=C1)NC(=O)NS(=O)(=O)C1CCCC1 (N-(4-fluorophenyl)-N'-cyclopentanesulfonylurea). Isolated yield 20.3%. Reaction SMILES: [CH:1]1([S:6]([NH2:9])(=[O:8])=[O:7])[CH2:5][CH2:4][CH2:3][CH2:2]1.C[O-].[Na+].[F:13][C:14]1[CH:19]=[CH:18][C:17]([N:20]=[C:21]=[O:22])=[CH:16][CH:15]=1.Cl>O.O1CCCC1.CO>[F:13][C:14]1[CH:19]=[CH:18][C:17]([NH:20][C:21]([NH:9][S:6]([CH:1]2[CH2:5][CH2:4][CH2:3][CH2:2]2)(=[O:8])=[O:7])=[O:22])=[CH:16][CH:15]=1 |f:1.2|. Procedure details: The general method of procedure B was followed with cyclopentanesulfonamide (7.45 g), sodium methoxide (2.7 g), methanol (200 ml), tetrahydrofuran (200 ml), and 4-fluorophenyl isocyanate (6.85 g). The residue was dissolved in water and the solution acidified with 1N HCl. The resulting solid was separated and recrystallized from benzene to give 2.9 g of white solid with a melting point of 155°-157° C.